This data is from the Open Reaction Database (ORD), a public repository of structured organic reaction records. The task is: describe an organic reaction: reactants, conditions, products, and yield The reactants are C1(CCCCC1)C1NC(CN(CCN(CCN(CC(NC1)=O)S(=O)(=O)C1=CC=C(C=C1)C)S(=O)(=O)C1=CC=C(C=C1)C)S(=O)(=O)C1=CC=C(C=C1)C)=O (5-Cyclohexyl-1,10,13-tris(p-toluenesulfonyl)-1,4,7,10,13-pentaazacyclopentadecan-3,8-dione), [H-].[Al+3].[Li+].[H-].[H-].[H-] (lithium aluminum hydride), Example 30D, [H-].[Al+3].[Li+].[H-].[H-].[H-] (lithium aluminum hydride). Run in COCCOC (dme), COCCOC (1,2-dimethoxyethane), COCCOC (dme). Reaction conditions: time 39.5 hour. Yields the product C1(CCCCC1)C1NCCNCCNCCNCCNC1 (2-Cyclohexyl-1,4,7,10,13-pentaazacyclopentadecane). Yield: 42.0%. As a reaction SMILES: [CH:1]1([CH:7]2[CH2:21][NH:20][C:19](=O)[CH2:18][N:17](S(C3C=CC(C)=CC=3)(=O)=O)[CH2:16][CH2:15][N:14](S(C3C=CC(C)=CC=3)(=O)=O)[CH2:13][CH2:12][N:11](S(C3C=CC(C)=CC=3)(=O)=O)[CH2:10][C:9](=O)[NH:8]2)[CH2:6][CH2:5][CH2:4][CH2:3][CH2:2]1.[H-].[Al+3].[Li+].[H-].[H-].[H-]>COCCOC>[CH:1]1([CH:7]2[CH2:21][NH:20][CH2:19][CH2:18][NH:17][CH2:16][CH2:15][NH:14][CH2:13][CH2:12][NH:11][CH2:10][CH2:9][NH:8]2)[CH2:2][CH2:3][CH2:4][CH2:5][CH2:6]1 |f:1.2.3.4.5.6|. Procedure details: 5-Cyclohexyl-1,10,13-tris(p-toluenesulfonyl)-1,4,7,10,13-pentaazacyclopentadecan-3,8-dione prepared as in Example 30D (4.841 g, 6.386 mmol) was placed in a 2-necked flask under argon. Dry 1,2-dimethoxyethane (dme, 100 ml) was added, giving a suspension. After placing the reaction flask in a cold water bath, lithium aluminum hydride in dme (0.5M, 100 ml, 50 mmol) was added over a 10 min period giving an almost clear solution. Additional dme (50 ml) was added and the flask was removed from the wat... Starting materials: O=C(O)C=Cc1cccc(C(F)(F)F)c1, CC(F)(F)CCCCn1ccc(N)n1. Yields the product CC(F)(F)CCCCn1ccc(NC(=O)C=Cc2cccc(C(F)(F)F)c2)n1. RXN SMILES: [F:15][C:16]([c:17]1[cH:18][c:19]([CH:23]=[CH:24][C:25](=[O:26])[OH:27])[cH:20][cH:21][cH:22]1)([F:28])[F:29].[F:1][C:2]([CH2:3][CH2:4][CH2:5][CH2:6][n:7]1[n:8][c:9]([NH2:12])[cH:10][cH:11]1)([CH3:13])[F:14]>>[F:1][C:2]([CH2:3][CH2:4][CH2:5][CH2:6][n:7]1[n:8][c:9]([NH:12][C:25]([CH:24]=[CH:23][c:19]2[cH:18][c:17]([C:16]([F:15])([F:28])[F:29])[cH:22][cH:21][cH:20]2)=[O:26])[cH:10][cH:11]1)([CH3:13])[F:14]. The reactants are O1CCCC2=CC=CC(=C12)N1CCC(CC1)=O (1-(chroman-8-yl)piperid-4-one), Cl.NO (hydroxylamine hydrochloride), C(C)(=O)[O-].[Na+] (sodium acetate). The solvent is C(C)O (ethanol). The product is O1CCCC2=CC=CC(=C12)N1CCC(CC1)=NO (1-(chroman-8-yl)-4-hydroxyiminopiperidine). Yield: 84.6%. RXN SMILES: [O:1]1[C:10]2[C:5](=[CH:6][CH:7]=[CH:8][C:9]=2[N:11]2[CH2:16][CH2:15][C:14](=O)[CH2:13][CH2:12]2)[CH2:4][CH2:3][CH2:2]1.Cl.[NH2:19][OH:20].C([O-])(=O)C.[Na+]>C(O)C>[O:1]1[C:10]2[C:5](=[CH:6][CH:7]=[CH:8][C:9]=2[N:11]2[CH2:16][CH2:15][C:14](=[N:19][OH:20])[CH2:13][CH2:12]2)[CH2:4][CH2:3][CH2:2]1 |f:1.2,3.4|. Reported procedure: A mixture composed of 1 g (4.32 mmol) of the product obtained in Step 1, 1.26 g of hydroxylamine hydrochloride, 1.26 g of sodium acetate and 20 ml of ethanol are heated at reflux for 1 hour. After removal of the solvent by evaporation, the residue is taken up in 100 ml of methylene chloride, washed with water, dried and evaporated to yield 0.9 g of the expected product. Reactants: ClC1=C(CCCC1)C#N (2-chlorocyclohex-1-enecarbonitrile), C[O-].[Na+] (sodium methoxide), [Se-2].[Na+].[Na+] (sodium selenide), ClCC#N (chloroacetonitrile). Run in CN(C)C=O (DMF), O (water), CO (methanol), CN(C)C=O (DMF). Run at temperature 60 celsius, time 45 minute. The product is NC=1C2=C([Se]C1C#N)CCCC2 (3-Amino-4,5,6,7-tetrahydrobenzo[1,2-b]selenophene-2-carbonitrile). Yield: 57.2%. Reaction SMILES: [Se-2:1].[Na+].[Na+].Cl[C:5]1[CH2:10][CH2:9][CH2:8][CH2:7][C:6]=1[C:11]#[N:12].Cl[CH2:14][C:15]#[N:16].C[O-].[Na+]>CN(C=O)C.CO.O>[NH2:12][C:11]1[C:6]2[CH2:7][CH2:8][CH2:9][CH2:10][C:5]=2[Se:1][C:14]=1[C:15]#[N:16] |f:0.1.2,5.6|. Procedure details: To a suspension of sodium selenide (2.35 g, 18.65 mmol, prepared from 1.5 g of selenium as described above) in DMF (18 mL) was added a solution of 2-chlorocyclohex-1-enecarbonitrile (2.63 g, 18.65 mmol) in DMF (9 mL) at rt for 5 min and stirred the mixture at 60° C. for 45 min. Then chloroacetonitrile (1.18 mL, 18.65 mmol) was added dropwise to the reaction mixture and again stirred at 60° C. for 3 h. Then, a solution of sodium methoxide (1.0 g, 18.65 mmol) in dry methanol (18 mL) was added drop... Starting materials: CCN(CC)C(=O)C(c1ccccc1)N1CCN(c2ccc([N+](=O)[O-])cc2F)CC1, CCO, CCOC(C)=O, [Na+], [Na+], O=C([O-])[O-]. Yields the product CCN(CC)C(=O)C(c1ccccc1)N1CCN(c2ccc(N)cc2F)CC1. As a reaction SMILES: [CH2:4]([CH3:5])[N:6]([C:7]([CH:8]([c:9]1[cH:10][cH:11][cH:12][cH:13][cH:14]1)[N:15]1[CH2:16][CH2:17][N:18]([c:21]2[c:22]([F:30])[cH:23][c:24]([N+:27]([O-:28])=[O:29])[cH:25][cH:26]2)[CH2:19][CH2:20]1)=[O:31])[CH2:32][CH3:33].[CH3:1][CH2:2][OH:3].[CH3:40][CH2:41][O:42][C:43]([CH3:44])=[O:45].[Na+:34].[Na+:35].[O-:36][C:37](=[O:38])[O-:39]>>[CH2:4]([CH3:5])[N:6]([C:7]([CH:8]([c:9]1[cH:10][cH:11][cH:12][cH:13][cH:14]1)[N:15]1[CH2:16][CH2:17][N:18]([c:21]2[c:22]([F:30])[cH:23][c:24]([NH2:27])[cH:25][cH:26]2)[CH2:19][CH2:20]1)=[O:31])[CH2:32][CH3:33]. Reactants: BrC1=C(C=C(N)C=C1)C(F)(F)F (4-bromo-3-(trifluoromethy)aniline), C1(=CC=CC=C1)B(O)O (phenyl boronic acid), C(=O)([O-])[O-].[K+].[K+] (K2CO3). Reagents/catalysts: C=1C=CC(=CC1)[P](C=2C=CC=CC2)(C=3C=CC=CC3)[Pd]([P](C=4C=CC=CC4)(C=5C=CC=CC5)C=6C=CC=CC6)([P](C=7C=CC=CC7)(C=8C=CC=CC8)C=9C=CC=CC9)[P](C=1C=CC=CC1)(C=1C=CC=CC1)C=1C=CC=CC1 (tetrakis(triphenylphosphine)palladium). Run in CN(C)C=O (DMF). Conditions: temperature 120 celsius. The product is FC(C1=C(C=CC(=C1)N)C1=CC=CC=C1)(F)F (2-trifluoromethyl-biphenyl-4-ylamine). Reaction SMILES: Br[C:2]1[CH:8]=[CH:7][C:5]([NH2:6])=[CH:4][C:3]=1[C:9]([F:12])([F:11])[F:10].[C:13]1(B(O)O)[CH:18]=[CH:17][CH:16]=[CH:15][CH:14]=1.C([O-])([O-])=O.[K+].[K+]>CN(C=O)C.C1C=CC([P]([Pd]([P](C2C=CC=CC=2)(C2C=CC=CC=2)C2C=CC=CC=2)([P](C2C=CC=CC=2)(C2C=CC=CC=2)C2C=CC=CC=2)[P](C2C=CC=CC=2)(C2C=CC=CC=2)C2C=CC=CC=2)(C2C=CC=CC=2)C2C=CC=CC=2)=CC=1>[F:10][C:9]([F:12])([F:11])[C:3]1[CH:4]=[C:5]([NH2:6])[CH:7]=[CH:8][C:2]=1[C:13]1[CH:18]=[CH:17][CH:16]=[CH:15][CH:14]=1 |f:2.3.4,^1:36,38,57,76|. Reported procedure: To a solution of 4-bromo-3-(trifluoromethy)aniline (360 mg, 1.50 mmol, 1 eq.) in DMF (5 mL) is added phenyl boronic acid (274 mg, 2.25 mmol, 1.5 eq.), K2CO3 (621 mg, 4.5 mmol, 3 eq.), and tetrakis(triphenylphosphine)palladium (0) (173 mg, 0.15 mmol, 0.1 eq.). The mixture is purged with N2 (g) for 5 minutes and heated at 120° C. for 20 h. After cooling to room temperature, the reaction is diluted with EtOAc and washed with H2O followed by saturated aqueous NaCl. The organic solution is dried over... The reactants are Cl[O-].[Na+] (sodium hypochlorite), NC1=CC2=C(OC(C3C2O3)(C)C)C=C1[N+](=O)[O-] (6-amino-3,4-dihydro-2,2-dimethyl-3,4-epoxy-7-nitro-2H-benzo [b] pyran), [OH-].[Na+] (sodium hydroxide), C(C)O (ethanol). Solvent: O (water). Yields the product CC1(C2C(C=3C(=CC=4C(=NO[N+]4[O-])C3)O1)O2)C (7,8-dihydro-6,6-dimethyl-7,8-epoxy-6H-pyrano [2,3-f] benzo-2,1,3-oxadiazol 3-oxide). As a reaction SMILES: [NH2:1][C:2]1[C:14]([N+:15]([O-:17])=[O:16])=[CH:13][C:5]2[O:6][C:7]([CH3:12])([CH3:11])[CH:8]3[O:10][CH:9]3[C:4]=2[CH:3]=1.[OH-].[Na+].C(O)C.Cl[O-].[Na+]>O>[CH3:11][C:7]1([CH3:12])[O:6][C:5]2=[CH:13][C:14]3[C:2]([CH:3]=[C:4]2[CH:9]2[O:10][CH:8]12)=[N:1][O:16][N+:15]=3[O-:17] |f:1.2,4.5|. Procedure details: To a mixture of 4.41 g (18.9 m mol) of 6-amino-3,4-dihydro-2,2-dimethyl-3,4-epoxy-7-nitro-2H-benzo [b] pyran, 1.29 g (32 m mol) of sodium hydroxide, 400 ml of ethanol and 40 ml of water were added slowly dropwise 32.2 g (26 m mol) of 6% sodium hypochlorite solution at the room temperature with stirring. Starting materials: CC[Zn]CC, CCCCCCC, C=C(c1cccc(C(=O)OC)c1)c1ccc2c(c1)C(C)(C)CCC2(C)C, ClCCl, ICI. Reaction SMILES: [CH3:30][CH2:31][Zn:32][CH2:33][CH3:34].[CH3:35][CH2:36][CH2:37][CH2:38][CH2:39][CH2:40][CH3:41].[CH3:4][C:5]1([CH3:29])[c:6]2[cH:7][cH:8][c:9]([C:17](=[CH2:18])[c:19]3[cH:20][c:21]([C:25](=[O:26])[O:27][CH3:28])[cH:22][cH:23][cH:24]3)[cH:10][c:11]2[C:12]([CH3:15])([CH3:16])[CH2:13][CH2:14]1.[Cl:42][CH2:43][Cl:44].[I:1][CH2:2][I:3]>>[CH3:4][C:5]1([CH3:29])[c:6]2[cH:7][cH:8][c:9]([C:17]3([c:19]4[cH:20][c:21]([C:25](=[O:26])[O:27][CH3:28])[cH:22][cH:23][cH:24]4)[CH2:18][CH2:30]3)[cH:10][c:11]2[C:12]([CH3:15])([CH3:16])[CH2:13][CH2:14]1. Product: COC(=O)c1cccc(C2(c3ccc4c(c3)C(C)(C)CCC4(C)C)CC2)c1. The reactants are ice water, [H-].[Na+] (sodium hydride), N1N=CN=C1 (1,2,4-triazole), 1, ClCC(C[Si](C)(C)C)(O)C1=CC=C(C=C1)F (chloro-2-(4-fluorophenyl)-3-trimethylsilyl-2-propanol). Solvent: CN(C=O)C (dimethylformamide). Conditions: temperature 90 celsius. Yields the product FC1=CC=C(C=C1)C(CN1N=CN=C1)(C[Si](C)(C)C)O (2-(4-Fluorophenyl)-1-(1H-1,2,4-triazol-1-yl)-3-trimethylsilyl-2-propanol). Isolated yield 47.0%. As a reaction SMILES: [H-].[Na+].[NH:3]1[CH:7]=[N:6][CH:5]=[N:4]1.Cl[CH2:9][C:10]([C:17]1[CH:22]=[CH:21][C:20]([F:23])=[CH:19][CH:18]=1)([OH:16])[CH2:11][Si:12]([CH3:15])([CH3:14])[CH3:13]>CN(C)C=O>[F:23][C:20]1[CH:19]=[CH:18][C:17]([C:10]([OH:16])([CH2:11][Si:12]([CH3:15])([CH3:14])[CH3:13])[CH2:9][N:3]2[CH:7]=[N:6][CH:5]=[N:4]2)=[CH:22][CH:21]=1 |f:0.1|. Procedure: 1.62 g (0.04 mole) of a 60% w/v dispersion of sodium hydride in mineral oil were added to 60 ml of dimethylformamide. Whilst the mixture was being stirred in an ice bath, 2.91 g (0.04 mole) of 1,2,4-triazole were added, and the mixture was stirred for a further 30 minutes at room temperature. At the end of this time, 5.5 g (0.021 mole) of 1 chloro-2-(4-fluorophenyl)-3-trimethylsilyl-2-propanol (prepared as described in Example 40) were added to the reaction mixture, which was then heated for 30 ... The reactants are compound, ClC=1C2=C(N=CN1)C=CC(=N2)Cl (4,6-dichloro-pyrido[3,2-d]pyrimidine), SC1=NN(C=C1)C (3-mercapto-1-methylpyrazole), N1=C(SC2=NC=CC=C21)N (thiazolo[5,4-b]pyridin-2-yl-amine). The product is CN1N=C(C=C1)SC=1C=C2C(=NC1)SC(=N2)NC=2C1=C(N=CN2)C=CC=N1 (6-(1-Methylpyrazol-3-ylsulfanyl)-thiazolo[5,4-b]-pyridin-2-ylpyrido[3,2-d]pyrimidin-4-yl-amine). RXN SMILES: [SH:1][C:2]1[CH:6]=[CH:5][N:4]([CH3:7])[N:3]=1.[N:8]1[C:16]2[C:11](=[N:12][CH:13]=[CH:14][CH:15]=2)[S:10][C:9]=1[NH2:17].Cl[C:19]1[C:20]2[N:28]=[C:27](Cl)[CH:26]=[CH:25][C:21]=2[N:22]=[CH:23][N:24]=1>>[CH3:7][N:4]1[CH:5]=[CH:6][C:2]([S:1][C:14]2[CH:15]=[C:16]3[N:8]=[C:9]([NH:17][C:19]4[C:20]5[N:28]=[CH:27][CH:26]=[CH:25][C:21]=5[N:22]=[CH:23][N:24]=4)[S:10][C:11]3=[N:12][CH:13]=2)=[N:3]1. Procedure: The compound of Example 39 was manufactured by the same method as in Example 31, by a similar method thereto or by a combination of such a method with a conventional method using 3-mercapto-1-methylpyrazole, thiazolo[5,4-b]pyridin-2-yl-amine and 4,6-dichloro-pyrido[3,2-d]pyrimidine.